This data is from the Open Reaction Database (ORD), a public repository of structured organic reaction records. The task is: describe an organic reaction: reactants, conditions, products, and yield The reactants are FC(C=1C=C(C=C(C1)C(F)(F)F)N(C(=O)N([C@@H]1CN(C[C@H]1C1=CC=C(C=C1)F)C(=O)[C@@H]1CC[C@H](CC1)NC(CCCCl)=O)C)C)(F)F (N-(trans-4-{[(3S,4R)-3-[{[3,5-bis(trifluoromethyl)phenyl](methyl)carbamoyl}(methyl)amino]-4-(4-fluorophenyl)pyrrolidin-1-yl]carbonyl}cyclohexyl)-4-chlorobutanamide), [H-].[Na+] (sodium hydride), [H-].[Na+] (sodium hydride), [H-].[Na+] (sodium hydride). Isolated yield 73.9%. Solvent: CN(C)C=O (DMF), O (water). Procedure details: To a solution of the compound (0.2 g) obtained in step 1 in DMF (5.6 mL) was added sodium hydride (0.017 g) at 0° C., and the mixture was stirred at room temperature for 6 hr. To the mixture was added sodium hydride (0.017 g), and the mixture was stirred at room temperature for 12 hr, and sodium hydride (0.017 g) was further added. The mixture was stirred at room temperature for 6 hr, diluted with water and extracted with ethyl acetate. The extract was washed with 1N hydrochloric acid, water and... As a reaction SMILES: [F:1][C:2]([F:47])([F:46])[C:3]1[CH:4]=[C:5]([N:13]([CH3:45])[C:14]([N:16]([CH3:44])[C@H:17]2[C@H:21]([C:22]3[CH:27]=[CH:26][C:25]([F:28])=[CH:24][CH:23]=3)[CH2:20][N:19]([C:29]([C@H:31]3[CH2:36][CH2:35][C@H:34]([NH:37][C:38](=[O:43])[CH2:39][CH2:40][CH2:41]Cl)[CH2:33][CH2:32]3)=[O:30])[CH2:18]2)=[O:15])[CH:6]=[C:7]([C:9]([F:12])([F:11])[F:10])[CH:8]=1.[H-].[Na+]>CN(C=O)C.O>[F:1][C:2]([F:47])([F:46])[C:3]1[CH:4]=[C:5]([N:13]([CH3:45])[C:14]([N:16]([C@H:17]2[C@H:21]([C:22]3[CH:27]=[CH:26][C:25]([F:28])=[CH:24][CH:23]=3)[CH2:20][N:19]([C:29]([C@H:31]3[CH2:36][CH2:35][C@H:34]([N:37]4[CH2:41][CH2:40][CH2:39][C:38]4=[O:43])[CH2:33][CH2:32]3)=[O:30])[CH2:18]2)[CH3:44])=[O:15])[CH:6]=[C:7]([C:9]([F:12])([F:11])[F:10])[CH:8]=1 |f:1.2|. The product is FC(C=1C=C(C=C(C1)C(F)(F)F)N(C(=O)N(C)[C@@H]1CN(C[C@H]1C1=CC=C(C=C1)F)C(=O)[C@@H]1CC[C@H](CC1)N1C(CCC1)=O)C)(F)F (1-[3,5-bis(trifluoromethyl)phenyl]-3-[(3S,4R)-4-(4-fluorophenyl)-1-{[trans-4-(2-oxopyrrolidin-1-yl)cyclohexyl]carbonyl}pyrrolidin-3-yl]-1,3-dimethylurea). Reaction conditions: time 6 hour. Isolated yield 94.0%. Run in COCCOC (1,2-dimethoxyethane). Reported procedure: To a solution of the crude methyl 3-[4-methoxy-3-(2-phenylethoxy)phenyl]-2-methoxycarbonylpropionate (7.45 g) in 75 ml of 1,2-dimethoxyethane, 0.80 g of 60% sodium hydride (oily) was added little by little at room temperature under stirring. The resultant solution was stirred further at 40° C. for 1.5 hours. To this solution, 2.66 g of 3-bromo-1-propene was added and stirred at room temperature for 1.5 days. The reaction solution was concentrated under reduced pressure and the residue was dissol... The product is COC1=C(C=C(C=C1)CC(C(=O)OC)(CC=C)C(=O)OC)OCCC1=CC=CC=C1 (methyl 3-[4-methoxy-3-(2-phenylethoxy) phenyl]-2-methoxycarbonyl-2-(2-propen-1-yl)propionate). Reactants: COC1=C(C=C(C=C1)CC(C(=O)OC)C(=O)OC)OCCC1=CC=CC=C1 (methyl 3-[4-methoxy-3-(2-phenylethoxy)phenyl]-2-methoxycarbonylpropionate), [H-].[Na+] (sodium hydride), BrCC=C (3-bromo-1-propene), resultant solution. Reaction SMILES: [CH3:1][O:2][C:3]1[CH:8]=[CH:7][C:6]([CH2:9][CH:10]([C:15]([O:17][CH3:18])=[O:16])[C:11]([O:13][CH3:14])=[O:12])=[CH:5][C:4]=1[O:19][CH2:20][CH2:21][C:22]1[CH:27]=[CH:26][CH:25]=[CH:24][CH:23]=1.[H-].[Na+].Br[CH2:31][CH:32]=[CH2:33]>COCCOC>[CH3:1][O:2][C:3]1[CH:8]=[CH:7][C:6]([CH2:9][C:10]([C:11]([O:13][CH3:14])=[O:12])([CH2:33][CH:32]=[CH2:31])[C:15]([O:17][CH3:18])=[O:16])=[CH:5][C:4]=1[O:19][CH2:20][CH2:21][C:22]1[CH:23]=[CH:24][CH:25]=[CH:26][CH:27]=1 |f:1.2|. Starting materials: [Br-], CCCC[N+](CCCC)(CCCC)CCCC, CCOCC, Cc1ccccc1, O=[N+]([O-])c1ccc(Cl)nc1, [Na+], [OH-], Oc1ccccc1. Yields the product O=[N+]([O-])c1ccc(Oc2ccccc2)nc1. As a reaction SMILES: [Br-:32].[CH2:33]([N+:34]([CH2:35][CH2:36][CH2:37][CH3:38])([CH2:39][CH2:40][CH2:41][CH3:42])[CH2:43][CH2:44][CH2:45][CH3:46])[CH2:47][CH2:48][CH3:49].[CH3:18][CH2:19][O:20][CH2:21][CH3:22].[CH3:25][c:26]1[cH:27][cH:28][cH:29][cH:30][cH:31]1.[N+:8](=[O:9])([O-:10])[c:11]1[cH:12][cH:13][c:14]([Cl:17])[n:15][cH:16]1.[Na+:24].[OH-:23].[OH:1][c:2]1[cH:3][cH:4][cH:5][cH:6][cH:7]1>>[O:1]([c:2]1[cH:3][cH:4][cH:5][cH:6][cH:7]1)[c:14]1[cH:13][cH:12][c:11]([N+:8](=[O:9])[O-:10])[cH:16][n:15]1.